This data is from the Open Reaction Database (ORD), a public repository of structured organic reaction records. The task is: describe an organic reaction: reactants, conditions, products, and yield The reactants are CC1=NC(=NC=C1C(=O)O)C1=NC=CC=N1 (4-methyl-[2,2′]bipyrimidinyl-5-carboxylic acid), C(C)C1=CN(C2=CC=C(C=C12)OC(F)(F)F)N (3-ethyl-5-trifluoromethoxy-indol-1-ylamine), C[N+]1(CCOCC1)C2=NC(=NC(=N2)OC)OC.[Cl-] (DMTMM). Solvent: C(=O)([O-])[O-].[Na+].[Na+] (Na2CO3), CN(C)C=O (DMF). Conditions: temperature 50 celsius, time 1 hour. The product is C(C)C1=CN(C2=CC=C(C=C12)OC(F)(F)F)NC(=O)C=1C(=NC(=NC1)C1=NC=CC=N1)C (4-methyl-[2,2′]bipyrimidinyl-5-carboxylic acid (3-ethyl-5-trifluoromethoxy-indol-1-yl)-amide). Isolated yield 29.4%. RXN SMILES: [CH3:1][C:2]1[C:7]([C:8]([OH:10])=O)=[CH:6][N:5]=[C:4]([C:11]2[N:16]=[CH:15][CH:14]=[CH:13][N:12]=2)[N:3]=1.[CH2:17]([C:19]1[C:27]2[C:22](=[CH:23][CH:24]=[C:25]([O:28][C:29]([F:32])([F:31])[F:30])[CH:26]=2)[N:21]([NH2:33])[CH:20]=1)[CH3:18].C[N+]1(C2N=C(OC)N=C(OC)N=2)CCOCC1.[Cl-]>CN(C=O)C.C([O-])([O-])=O.[Na+].[Na+]>[CH2:17]([C:19]1[C:27]2[C:22](=[CH:23][CH:24]=[C:25]([O:28][C:29]([F:30])([F:32])[F:31])[CH:26]=2)[N:21]([NH:33][C:8]([C:7]2[C:2]([CH3:1])=[N:3][C:4]([C:11]3[N:16]=[CH:15][CH:14]=[CH:13][N:12]=3)=[N:5][CH:6]=2)=[O:10])[CH:20]=1)[CH3:18] |f:2.3,5.6.7|. Procedure details: A solution of 4-methyl-[2,2′]bipyrimidinyl-5-carboxylic acid (250 mg, 1.1 mmol) and 3-ethyl-5-trifluoromethoxy-indol-1-ylamine (244 mg, 1 mmol) in DMF (5 mL) is stirred at 50° C. for 1 h. The mixture is treated with DMTMM (276 mg, 1.0 mmol) and stirred at 50° C. for 1 h. The mixture is diluted with saturated aqueous Na2CO3 (5 mL) and stirred for 10 min. The precipitate is collected by filtration, washed with H2O (50 mL) and heptane (50 mL), and dried in vacuo to afford 4-methyl-[2,2′]bipyrimidin... Reactants: NC1=CC=C(C(=O)OC)C=C1 (methyl 4-aminobenzoate), ClC1=NC=NC2=CC(=C(C=C12)OC)OC (4-chloro-6,7-dimethoxyquinazoline). Solvent: C(C)(C)O (isopropanol). Product: COC=1C=C2C=NC=NC2=CC1OC (6,7-dimethoxyquinazoline). The yield is 190.9%. RXN SMILES: NC1C=CC(C(OC)=O)=CC=1.Cl[C:13]1[C:22]2[C:17](=[CH:18][C:19]([O:25][CH3:26])=[C:20]([O:23][CH3:24])[CH:21]=2)[N:16]=[CH:15][N:14]=1>C(O)(C)C>[CH3:24][O:23][C:20]1[CH:21]=[C:22]2[C:17](=[CH:18][C:19]=1[O:25][CH3:26])[N:16]=[CH:15][N:14]=[CH:13]2. Procedure: A solution of methyl 4-aminobenzoate (151 mg, 1.00 mmol) and 4-chloro-6,7-dimethoxyquinazoline (224 mg, 1.00 mmol) in isopropanol (200 ml) was heated at reflux for 3 hours before the reaction was allowed to cool to ambient temperature. The solid which had precipitated was collected by suction filtration and washed with diethyl ether (2×50 ml). Drying of this material yielded 4-(4-carbomethoxy)anilino)-6,7-dimethoxyquinazoline (363 mg, 97% yield) as a white solid: Starting materials: [K].C(C)OC(CC(=O)C1=CC=C(C=C1)OCC1=CC=CC=C1)=O (3-(4-benzyloxy-phenyl)-3-oxo-propionic acid ethyl ester potassium salt), C1(CCCCC1)CCBr (2-cyclohexylethyl bromide), [I-].[K+] (potassium iodide). Run in CN(C=O)C (dimethylformamide). Yields the product C(C)OC(C(CCC1CCCCC1)C(C1=CC=C(C=C1)OCC1=CC=CC=C1)=O)=O (2-(4-benzyloxy-benzoyl)-4-cyclohexyl-butyric acid ethyl ester). Yield: 69.4%. Reaction SMILES: [K].[CH2:2]([O:4][C:5](=[O:23])[CH2:6][C:7]([C:9]1[CH:14]=[CH:13][C:12]([O:15][CH2:16][C:17]2[CH:22]=[CH:21][CH:20]=[CH:19][CH:18]=2)=[CH:11][CH:10]=1)=[O:8])[CH3:3].[CH:24]1([CH2:30][CH2:31]Br)[CH2:29][CH2:28][CH2:27][CH2:26][CH2:25]1.[I-].[K+]>CN(C)C=O>[CH2:2]([O:4][C:5](=[O:23])[CH:6]([C:7](=[O:8])[C:9]1[CH:14]=[CH:13][C:12]([O:15][CH2:16][C:17]2[CH:22]=[CH:21][CH:20]=[CH:19][CH:18]=2)=[CH:11][CH:10]=1)[CH2:31][CH2:30][CH:24]1[CH2:29][CH2:28][CH2:27][CH2:26][CH2:25]1)[CH3:3] |f:0.1,3.4,^1:0|. Reported procedure: A mixture 100 mg (0.3 mmol) of 3-(4-benzyloxy-phenyl)-3-oxo-propionic acid ethyl ester potassium salt, 86 mg (0.45 mmol) of 2-cyclohexylethyl bromide, and 17 mg (0.1 mmol) of potassium iodide (KI) in 1 mL of dimethylformamide (DMF) in a 4 mL vial was shaken in a sand bath at 80° C. overnight. The mixture was then concentrated to give a residue which was purified via reverse-phase chromatography (Gilson) to afford (after lyophilization) 85 mg (70% yield) of 2-(4-benzyloxy-benzoyl)-4-cyclohexyl-bu... Starting materials: CC1(C)Cc2cc(C(=O)O)ccc2NC1c1cccc(Br)c1, O=C([O-])[O-], CC1(C)COC(=O)N1, CN(C)CC(=O)O, CS(C)=O, Cl, [Cu]I, [K+], [K+]. Yields the product CC1(C)Cc2cc(C(=O)O)ccc2NC1c1cccc(N2C(=O)OCC2(C)C)c1. Reaction SMILES: [Br:1][c:2]1[cH:3][c:4]([CH:8]2[NH:9][c:10]3[cH:11][cH:12][c:13]([C:20](=[O:21])[OH:22])[cH:14][c:15]3[CH2:16][C:17]2([CH3:18])[CH3:19])[cH:5][cH:6][cH:7]1.[C:39](=[O:40])([O-:41])[O-:42].[CH3:23][C:24]1([CH3:30])[NH:25][C:26](=[O:29])[O:27][CH2:28]1.[CH3:32][N:33]([CH3:34])[CH2:35][C:36]([OH:37])=[O:38].[CH3:45][S:46](=[O:47])[CH3:48].[ClH:31].[Cu:49][I:50].[K+:43].[K+:44]>>[c:2]1([N:25]2[C:24]([CH3:23])([CH3:30])[CH2:28][O:27][C:26]2=[O:29])[cH:3][c:4]([CH:8]2[NH:9][c:10]3[cH:11][cH:12][c:13]([C:20](=[O:21])[OH:22])[cH:14][c:15]3[CH2:16][C:17]2([CH3:18])[CH3:19])[cH:5][cH:6][cH:7]1. Starting materials: CO, Cl, [H][H], [N-]=[N+]=NCC(=O)NCc1cccc2c1C(=O)N(C1CCC(=O)NC1=O)C2=O. Product: Cl, NCC(=O)NCc1cccc2c1C(=O)N(C1CCC(=O)NC1=O)C2=O. As a reaction SMILES: [CH3:31][OH:32].[ClH:30].[H:28][H:29].[N:1](=[N+:2]=[N-:3])[CH2:4][C:5](=[O:6])[NH:7][CH2:8][c:9]1[c:10]2[c:14]([cH:15][cH:16][cH:17]1)[C:13](=[O:18])[N:12]([CH:19]1[C:20](=[O:26])[NH:21][C:22](=[O:25])[CH2:23][CH2:24]1)[C:11]2=[O:27]>>[ClH:30].[NH2:1][CH2:4][C:5](=[O:6])[NH:7][CH2:8][c:9]1[c:10]2[c:14]([cH:15][cH:16][cH:17]1)[C:13](=[O:18])[N:12]([CH:19]1[C:20](=[O:26])[NH:21][C:22](=[O:25])[CH2:23][CH2:24]1)[C:11]2=[O:27].